describe an organic reaction: reactants, conditions, products, and yield From a dataset of the Open Reaction Database (ORD), a public repository of structured organic reaction records. Reactants: CCCCCC, CN(C)CC1CCN(C(=O)Nc2cc(Oc3ccc(N)cc3)ccn2)CC1, C1CCOC1, O=C=NC(=O)Cc1ccccc1. Yields the product CN(C)CC1CCN(C(=O)Nc2cc(Oc3ccc(NC(=O)NC(=O)Cc4ccccc4)cc3)ccn2)CC1. RXN SMILES: [CH3:45][CH2:46][CH2:47][CH2:48][CH2:49][CH3:50].[NH2:1][c:2]1[cH:3][cH:4][c:5]([O:6][c:7]2[cH:8][c:9]([NH:13][C:14](=[O:15])[N:16]3[CH2:17][CH2:18][CH:19]([CH2:22][N:23]([CH3:24])[CH3:25])[CH2:20][CH2:21]3)[n:10][cH:11][cH:12]2)[cH:26][cH:27]1.[O:40]1[CH2:41][CH2:42][CH2:43][CH2:44]1.[c:28]1([CH2:34][C:35](=[O:36])[N:37]=[C:38]=[O:39])[cH:29][cH:30][cH:31][cH:32][cH:33]1>>[NH:1]([c:2]1[cH:3][cH:4][c:5]([O:6][c:7]2[cH:8][c:9]([NH:13][C:14](=[O:15])[N:16]3[CH2:17][CH2:18][CH:19]([CH2:22][N:23]([CH3:24])[CH3:25])[CH2:20][CH2:21]3)[n:10][cH:11][cH:12]2)[cH:26][cH:27]1)[C:38]([NH:37][C:35]([CH2:34][c:28]1[cH:29][cH:30][cH:31][cH:32][cH:33]1)=[O:36])=[O:39]. The reactants are N1=C(C=CC2=CC=CC=C12)N1[C@@H]2CN[C@H](C1)C2 (2-(2-quinolinyl)-(1S,4S)-2,5-diazabicyclo-[2.2.1]-heptane), C=O (formaldehyde). Solvent: C(=O)O (formic acid). The product is N (ammonia), N1=C(C=CC2=CC=CC=C12)N1[C@@H]2CN([C@H](C1)C2)C (2-(2-Quinolinyl)-5-methyl-(1S,4S)-2,5-diazabicyclo-[2.2.1]-heptane). As a reaction SMILES: [N:1]1[C:10]2[C:5](=[CH:6][CH:7]=[CH:8][CH:9]=2)[CH:4]=[CH:3][C:2]=1[N:11]1[CH2:16][C@@H:15]2[CH2:17][C@H:12]1[CH2:13][NH:14]2.[CH2:18]=O>C(O)=O>[NH3:1].[N:1]1[C:10]2[C:5](=[CH:6][CH:7]=[CH:8][CH:9]=2)[CH:4]=[CH:3][C:2]=1[N:11]1[CH2:16][C@@H:15]2[CH2:17][C@H:12]1[CH2:13][N:14]2[CH3:18]. Procedure: A mixture of 2-(2-quinolinyl)-(1S,4S)-2,5-diazabicyclo-[2.2.1]-heptane (0.39 g; 1.73 mmol), formaldehyde (2 ml; 37%) and formic acid (2 ml) was stirred at reflux for 24 hours. The solvent was evaporated. Aqueous sodium hydroxide (50 ml; 1 M) was added, followed by extraction with diethyl ether (3×50 ml). Chromatography on silica gel with dichloromethane, methanol and conc. ammonia (89:10:1) gave the title compound as free base. Yield 0.35 g (85%). RXN SMILES: [CH2:1]([NH:4][S:5]([C:8]1[C:13]([Cl:14])=[CH:12][CH:11]=[C:10]([N+:15]([O-])=O)[C:9]=1[OH:18])(=[O:7])=[O:6])[CH:2]=[CH2:3].O.O.[Sn](Cl)Cl>C(O)C>[CH2:1]([NH:4][S:5]([C:8]1[C:13]([Cl:14])=[CH:12][CH:11]=[C:10]([NH2:15])[C:9]=1[OH:18])(=[O:7])=[O:6])[CH:2]=[CH2:3] |f:1.2.3|. Starting materials: C(C=C)NS(=O)(=O)C1=C(C(=CC=C1Cl)[N+](=O)[O-])O (N-allyl-6-chloro-2-hydroxy-3-nitrobenzenesulfonamide), O.O.[Sn](Cl)Cl (tin (II) chloride dihydrate). Procedure details: A solution of N-allyl-6-chloro-2-hydroxy-3-nitrobenzenesulfonamide (25 mg, 0.09 mmol) and tin (II) chloride dihydrate (101 mg, 0.44mmol) in 5 mL of ethanol was stirred at room temperature. The mixture was concentrated, the residue was diluted with ethyl acetate and 10% aq. NaHCO3. The organic layer was dried over Na2SO4 and concentrated to give the crude product (20 mg) which was carried on to the next step without purification. EI-MS (m/z) 263.1, 265.2 (M−). Solvent: C(C)O (ethanol). Yield: 84.6%. Product: C(C=C)NS(=O)(=O)C1=C(C(=CC=C1Cl)N)O (N-allyl-3-amino-6-chloro2-hydroxybenzenesulfonamide). Starting materials: C(C)(=O)C1=NN(C=C(C1=O)OC)C1=C(C=C(C=C1)N1N=CC=C1)OC (3-acetyl-5-methoxy-1-[2-methoxy-4-(1H-pyrazol-1-yl)phenyl]pyridazin-4(1H)-one), COC(N(C)C)OC (N,N-dimethylformamide dimethyl acetal). The solvent is C(C)#N (acetonitrile). Product: CN(C=CC(=O)C1=NN(C=C(C1=O)OC)C1=C(C=C(C=C1)N1N=CC=C1)OC)C (3-[3-(dimethylamino)prop-2-enoyl]-5-methoxy-1-[2-methoxy-4-(1H-pyrazol-1-yl)phenyl]pyridazin-4(1H)-one). RXN SMILES: [C:1]([C:4]1[C:9](=[O:10])[C:8]([O:11][CH3:12])=[CH:7][N:6]([C:13]2[CH:18]=[CH:17][C:16]([N:19]3[CH:23]=[CH:22][CH:21]=[N:20]3)=[CH:15][C:14]=2[O:24][CH3:25])[N:5]=1)(=[O:3])[CH3:2].CO[CH:28](OC)[N:29]([CH3:31])[CH3:30]>C(#N)C>[CH3:28][N:29]([CH3:31])[CH:30]=[CH:2][C:1]([C:4]1[C:9](=[O:10])[C:8]([O:11][CH3:12])=[CH:7][N:6]([C:13]2[CH:18]=[CH:17][C:16]([N:19]3[CH:23]=[CH:22][CH:21]=[N:20]3)=[CH:15][C:14]=2[O:24][CH3:25])[N:5]=1)=[O:3]. Procedure details: A mixture of 3-acetyl-5-methoxy-1-[2-methoxy-4-(1H-pyrazol-1-yl)phenyl]pyridazin-4(1H)-one (264 mg), N,N-dimethylformamide dimethyl acetal (1.5 mL) and acetonitrile (1.5 mL) was heated under reflux for 3 hr. The reaction mixture was concentrated under reduced pressure, and the residue was crystallized from ethanol to give the title compound (274 mg). Reactants: CS(=O)(=O)c1nccc(-c2c(-c3ccc(F)cc3)nn3cc(C(F)(F)F)ccc23)n1, NCCN1CCCC1, O. Yields the product Fc1ccc(-c2nn3cc(C(F)(F)F)ccc3c2-c2ccnc(NCCN3CCCC3)n2)cc1. Reaction SMILES: [CH3:9][S:10](=[O:11])(=[O:12])[c:13]1[n:14][cH:15][cH:16][c:17](-[c:19]2[c:20](-[c:32]3[cH:33][cH:34][c:35]([F:38])[cH:36][cH:37]3)[n:21][n:22]3[c:23]2[cH:24][cH:25][c:26]([C:28]([F:29])([F:30])[F:31])[cH:27]3)[n:18]1.[N:1]1([CH2:6][CH2:7][NH2:8])[CH2:2][CH2:3][CH2:4][CH2:5]1.[OH2:39]>>[N:1]1([CH2:6][CH2:7][NH:8][c:13]2[n:14][cH:15][cH:16][c:17](-[c:19]3[c:20](-[c:32]4[cH:33][cH:34][c:35]([F:38])[cH:36][cH:37]4)[n:21][n:22]4[c:23]3[cH:24][cH:25][c:26]([C:28]([F:29])([F:30])[F:31])[cH:27]4)[n:18]2)[CH2:2][CH2:3][CH2:4][CH2:5]1. The reactants are CC1(C)CCCOc2c(N)cccc21, CS(=O)(=O)NC1CCCCC1Nc1nc(Cl)ncc1Cl. Product: CC1(C)CCCOc2c(Nc3ncc(Cl)c(NC4CCCCC4NS(C)(=O)=O)n3)cccc21. Reaction SMILES: [CH3:1][C:2]1([CH3:14])[c:3]2[c:4]([c:9]([NH2:13])[cH:10][cH:11][cH:12]2)[O:5][CH2:6][CH2:7][CH2:8]1.[Cl:15][c:16]1[n:17][cH:18][c:19]([Cl:34])[c:20]([NH:22][CH:23]2[CH:24]([NH:29][S:30](=[O:31])(=[O:32])[CH3:33])[CH2:25][CH2:26][CH2:27][CH2:28]2)[n:21]1>>[CH3:1][C:2]1([CH3:14])[c:3]2[c:4]([c:9]([NH:13][c:16]3[n:17][cH:18][c:19]([Cl:34])[c:20]([NH:22][CH:23]4[CH:24]([NH:29][S:30](=[O:31])(=[O:32])[CH3:33])[CH2:25][CH2:26][CH2:27][CH2:28]4)[n:21]3)[cH:10][cH:11][cH:12]2)[O:5][CH2:6][CH2:7][CH2:8]1. The reactants are BrC=1C=C2C(=NC1)N(C=N2)C=2C=C(C=C(C2)C2=C(C=C(C=C2)F)F)NS(=O)(=O)CC (N-(5-(6-bromo-3H-imidazo[4,5-b]pyridin-3-yl)-2′,4′-difluoro-[1,1′-biphenyl]-3-yl)ethanesulfonamide), N#N (N2), C([O-])([O-])=O.[Na+].[Na+] (sodium carbonate), C(C)(C)N1N=C(C=C1)B1OC(C(O1)(C)C)(C)C (1-Isopropyl-3-(4,4,5,5-tetramethyl-1,3,2-dioxaborolan-2-yl)-1H-pyrazole). The reagents and catalysts are C1=CC=C(C=C1)P([C-]2C=CC=C2)C3=CC=CC=C3.C1=CC=C(C=C1)P([C-]2C=CC=C2)C3=CC=CC=C3.Cl[Pd]Cl.[Fe+2] (Pd(dppf)Cl2). Run in COCCOC (1,2-dimethoxyethane). Product: FC1=C(C=CC(=C1)F)C1=CC(=CC(=C1)N1C=NC=2C1=NC=C(C2)C=2C=NN(C2)C(C)C)NS(=O)(=O)CC (N-(2′,4′-difluoro-5-(6-(1-isopropyl-1H-pyrazol-4-yl)-3H-imidazo[4,5-b]pyridin-3-yl)-[1,1′-biphenyl]-3-yl)ethanesulfonamide). Isolated yield 52.1%. Reaction SMILES: Br[C:2]1[CH:3]=[C:4]2[N:10]=[CH:9][N:8]([C:11]3[CH:12]=[C:13]([NH:25][S:26]([CH2:29][CH3:30])(=[O:28])=[O:27])[CH:14]=[C:15]([C:17]4[CH:22]=[CH:21][C:20]([F:23])=[CH:19][C:18]=4[F:24])[CH:16]=3)[C:5]2=[N:6][CH:7]=1.N#N.[CH:33]([N:36]1[CH:40]=[CH:39][C:38](B2OC(C)(C)C(C)(C)O2)=[N:37]1)([CH3:35])[CH3:34].C(=O)([O-])[O-].[Na+].[Na+]>COCCOC.C1C=CC(P(C2C=CC=CC=2)[C-]2C=CC=C2)=CC=1.C1C=CC(P(C2C=CC=CC=2)[C-]2C=CC=C2)=CC=1.Cl[Pd]Cl.[Fe+2]>[F:24][C:18]1[CH:19]=[C:20]([F:23])[CH:21]=[CH:22][C:17]=1[C:15]1[CH:16]=[C:11]([N:8]2[C:5]3=[N:6][CH:7]=[C:2]([C:39]4[CH:38]=[N:37][N:36]([CH:33]([CH3:35])[CH3:34])[CH:40]=4)[CH:3]=[C:4]3[N:10]=[CH:9]2)[CH:12]=[C:13]([NH:25][S:26]([CH2:29][CH3:30])(=[O:28])=[O:27])[CH:14]=1 |f:3.4.5,7.8.9.10|. Procedure: A solution of N-(5-(6-bromo-3H-imidazo[4,5-b]pyridin-3-yl)-2′,4′-difluoro-[1,1′-biphenyl]-3-yl)ethanesulfonamide (0.2 g, 0.405 mmol) in 1,2-dimethoxyethane (5 ml) was degassed by N2 bubbling for 5 min. 1-Isopropyl-3-(4,4,5,5-tetramethyl-1,3,2-dioxaborolan-2-yl)-1H-pyrazole (0.191 g, 0.810 mmol, 2.0 eq.) was added and the mixture was degassed for another 5 min. Pd(dppf)Cl2 (0.032 g, 0.040 mmol, 0.1 eq.) and aqueous sodium carbonate (0.17 g, 1.012 mmol, 2.5 eq.) were added and the procedure of Exa... The reactants are C1CCOC1, CCOC(=O)CC1CCc2cc(OCCCNc3nc(-c4ccc(OC)cc4)ccc3C(F)(F)F)ccc21, CO, [Li+], [OH-], O. Yields the product COc1ccc(-c2ccc(C(F)(F)F)c(NCCCOc3ccc4c(c3)CCC4CC(=O)O)n2)cc1. Reaction SMILES: [CH2:42]1[O:43][CH2:44][CH2:45][CH2:46]1.[CH3:1][O:2][c:3]1[cH:4][cH:5][c:6](-[c:9]2[cH:10][cH:11][c:12]([C:35]([F:36])([F:37])[F:38])[c:13]([NH:15][CH2:16][CH2:17][CH2:18][O:19][c:20]3[cH:21][c:22]4[c:26]([cH:27][cH:28]3)[CH:25]([CH2:29][C:30](=[O:31])[O:32][CH2:33][CH3:34])[CH2:24][CH2:23]4)[n:14]2)[cH:7][cH:8]1.[CH3:47][OH:48].[Li+:41].[OH-:40].[OH2:39]>>[CH3:1][O:2][c:3]1[cH:4][cH:5][c:6](-[c:9]2[cH:10][cH:11][c:12]([C:35]([F:36])([F:37])[F:38])[c:13]([NH:15][CH2:16][CH2:17][CH2:18][O:19][c:20]3[cH:21][c:22]4[c:26]([cH:27][cH:28]3)[CH:25]([CH2:29][C:30](=[O:31])[OH:32])[CH2:24][CH2:23]4)[n:14]2)[cH:7][cH:8]1.